This data is from the Open Reaction Database (ORD), a public repository of structured organic reaction records. The task is: describe an organic reaction: reactants, conditions, products, and yield Reactants: C(C)(=O)NC1=C(C=C(C=C1)NC(C)=O)CCN1C=[N+](C=C1)C (3-[2-(2,5-bis(acetylamino)phenyl)ethyl]-1-methyl-3H-imidazol-1-ium), Cl (hydrochloric acid). The product is Cl.Cl.[Cl-].NC1=C(C=C(C=C1)N)CCN1C=[N+](C=C1)C (3-[2-(2,5-Diaminophenyl)ethyl]-1-methyl-3H-imidazol-1-ium Chloride Dihydrochloride). Reaction SMILES: C([NH:4][C:5]1[CH:10]=[CH:9][C:8]([NH:11]C(=O)C)=[CH:7][C:6]=1[CH2:15][CH2:16][N:17]1[CH:21]=[CH:20][N+:19]([CH3:22])=[CH:18]1)(=O)C.[ClH:23]>>[ClH:23].[ClH:23].[Cl-:23].[NH2:4][C:5]1[CH:10]=[CH:9][C:8]([NH2:11])=[CH:7][C:6]=1[CH2:15][CH2:16][N:17]1[CH:21]=[CH:20][N+:19]([CH3:22])=[CH:18]1 |f:2.3.4.5|. Procedure: The 3-[2-(2,5-bis(acetylamino)phenyl)ethyl]-1-methyl-3H-imidazol-1-ium gum obtained was then refluxed for 6 hours in 100 ml of aqueous 36% hydrochloric acid. Reactants: BrCc1ccccc1, O=C([O-])[O-], COC(=O)c1cc2ccc(F)cc2c(O)c1C, CC(C)=O, [K+], [K+]. Product: COC(=O)c1cc2ccc(F)cc2c(OCc2ccccc2)c1C. As a reaction SMILES: [Br:24][CH2:25][c:26]1[cH:27][cH:28][cH:29][cH:30][cH:31]1.[C:18](=[O:19])([O-:20])[O-:21].[CH3:1][O:2][C:3](=[O:4])[c:5]1[cH:6][c:7]2[cH:8][cH:9][c:10]([F:17])[cH:11][c:12]2[c:13]([OH:16])[c:14]1[CH3:15].[CH3:32][C:33](=[O:34])[CH3:35].[K+:22].[K+:23]>>[CH3:1][O:2][C:3](=[O:4])[c:5]1[cH:6][c:7]2[cH:8][cH:9][c:10]([F:17])[cH:11][c:12]2[c:13]([O:16][CH2:25][c:26]2[cH:27][cH:28][cH:29][cH:30][cH:31]2)[c:14]1[CH3:15]. Starting materials: Clc1ncc(Br)cn1, C1COCCO1, OC1CCC1, [H-], [Na+]. The product is Brc1cnc(OC2CCC2)nc1. Reaction SMILES: [Br:6][c:7]1[cH:8][n:9][c:10]([Cl:13])[n:11][cH:12]1.[CH2:16]1[O:17][CH2:18][CH2:19][O:20][CH2:21]1.[CH:1]1([OH:5])[CH2:2][CH2:3][CH2:4]1.[H-:15].[Na+:14]>>[CH:1]1([O:5][c:10]2[n:9][cH:8][c:7]([Br:6])[cH:12][n:11]2)[CH2:2][CH2:3][CH2:4]1. Reactants: COc1cc(Sc2ccccc2C#N)ccc1C1CCN(C(=O)OC(C)(C)C)C1, CO, CC#N, O. The product is COc1cc(S(=O)c2ccccc2C#N)ccc1C1CCN(C(=O)OC(C)(C)C)C1. As a reaction SMILES: [C:1]([CH3:2])([CH3:3])([CH3:4])[O:5][C:6](=[O:7])[N:8]1[CH2:9][CH:10]([c:13]2[c:14]([O:28][CH3:29])[cH:15][c:16]([S:19][c:20]3[c:21]([C:26]#[N:27])[cH:22][cH:23][cH:24][cH:25]3)[cH:17][cH:18]2)[CH2:11][CH2:12]1.[CH3:31][OH:32].[CH3:33][C:34]#[N:35].[OH2:30]>>[C:1]([CH3:2])([CH3:3])([CH3:4])[O:5][C:6](=[O:7])[N:8]1[CH2:9][CH:10]([c:13]2[c:14]([O:28][CH3:29])[cH:15][c:16]([S:19]([c:20]3[c:21]([C:26]#[N:27])[cH:22][cH:23][cH:24][cH:25]3)=[O:30])[cH:17][cH:18]2)[CH2:11][CH2:12]1. Reactants: Cc1cc([N+](=O)[O-])c(C)cc1N=C=S, CCC(C)C(N)C(=O)OC, NCCO, CCC(C)C(N)CO. Product: CCC(C)C1CSC(=Nc2cc(C)c([N+](=O)[O-])cc2C)N1. As a reaction SMILES: [CH3:23][c:24]1[c:25]([N:34]=[C:35]=[S:36])[cH:26][c:27]([CH3:33])[c:28]([N+:30](=[O:31])[O-:32])[cH:29]1.[CH3:9][O:10][C:11](=[O:12])[CH:13]([CH:14]([CH2:15][CH3:16])[CH3:17])[NH2:18].[OH:19][CH2:20][CH2:21][NH2:22].[OH:1][CH2:2][CH:3]([CH:4]([CH2:5][CH3:6])[CH3:7])[NH2:8]>>[CH2:2]1[CH:3]([CH:4]([CH2:5][CH3:6])[CH3:7])[NH:8][C:35](=[N:34][c:25]2[c:24]([CH3:23])[cH:29][c:28]([N+:30](=[O:31])[O-:32])[c:27]([CH3:33])[cH:26]2)[S:36]1.